From a dataset of the Open Reaction Database (ORD), a public repository of structured organic reaction records. describe an organic reaction: reactants, conditions, products, and yield The reactants are Nc1ccccc1C(=O)NCCc1ncc[nH]1, O=S(=O)(Cl)c1cccs1. The product is Cl, O=C(NCCc1ncc[nH]1)c1ccccc1NS(=O)(=O)c1cccs1. Reaction SMILES: [NH2:1][c:2]1[c:3]([C:4](=[O:5])[NH:6][CH2:7][CH2:8][c:9]2[nH:10][cH:11][cH:12][n:13]2)[cH:14][cH:15][cH:16][cH:17]1.[s:18]1[c:19]([S:23](=[O:24])(=[O:25])[Cl:26])[cH:20][cH:21][cH:22]1>>[ClH:26].[NH:1]([c:2]1[c:3]([C:4](=[O:5])[NH:6][CH2:7][CH2:8][c:9]2[n:10][cH:11][cH:12][nH:13]2)[cH:14][cH:15][cH:16][cH:17]1)[S:23]([c:19]1[s:18][cH:22][cH:21][cH:20]1)(=[O:24])=[O:25]. Starting materials: C(C)C1=CN=C(O1)N (5-ethyl-oxazol-2-ylamine), C1(=CC=CC=C1)C(C(=O)Cl)C1=CC=CC=C1 (2,2-diphenylacetic acid chloride). The product is C(C)C1=CN=C(O1)NC(C(C1=CC=CC=C1)C1=CC=CC=C1)=O (N-(5-Ethyl-oxazol-2-yl)-2,2-diphenyl-acetamide). As a reaction SMILES: [CH2:1]([C:3]1[O:7][C:6]([NH2:8])=[N:5][CH:4]=1)[CH3:2].[C:9]1([CH:15]([C:19]2[CH:24]=[CH:23][CH:22]=[CH:21][CH:20]=2)[C:16](Cl)=[O:17])[CH:14]=[CH:13][CH:12]=[CH:11][CH:10]=1>>[CH2:1]([C:3]1[O:7][C:6]([NH:8][C:16](=[O:17])[CH:15]([C:9]2[CH:14]=[CH:13][CH:12]=[CH:11][CH:10]=2)[C:19]2[CH:24]=[CH:23][CH:22]=[CH:21][CH:20]=2)=[N:5][CH:4]=1)[CH3:2]. Procedure: The title compound, white solid, m.p. 148-149° C. and MS: m/e=307.3 (M+H+) was prepared in accordance with the general method of example 44a from 5-ethyl-oxazol-2-ylamine and 2,2-diphenylacetic acid chloride. Starting materials: CNC1=CC=C(C=C1)[N+](=O)[O-] (4-methylamino-nitrobenzene), C(C=C)(=O)Cl (acrylic acid chloride). Yields the product C(C=C)(=O)N(C1=CC=C(C=C1)[N+](=O)[O-])C (N-acryloyl-N-methyl-4-nitro-aniline). Reaction SMILES: [CH3:1][NH:2][C:3]1[CH:8]=[CH:7][C:6]([N+:9]([O-:11])=[O:10])=[CH:5][CH:4]=1.[C:12](Cl)(=[O:15])[CH:13]=[CH2:14]>>[C:12]([N:2]([CH3:1])[C:3]1[CH:4]=[CH:5][C:6]([N+:9]([O-:11])=[O:10])=[CH:7][CH:8]=1)(=[O:15])[CH:13]=[CH2:14]. Procedure: Prepared from 4-methylamino-nitrobenzene and acrylic acid chloride